Dataset: the Open Reaction Database (ORD), a public repository of structured organic reaction records. Task: describe an organic reaction: reactants, conditions, products, and yield Run at time 2 hour. The reactants are Cl (hydrogen chloride), CCOCC (ether), COC1=C(C=CC=2CCOC21)O (2,3-dihydro-7-methoxy-6-benzofuranol). Yields the product OC1=C(C2=C(CCO2)C=C1C=O)OC (2,3-Dihydro-6-hydroxy-7-methoxy-5-benzofurancarboxaldehyde). As a reaction SMILES: [CH3:1][O:2][C:3]1[C:11]2[O:10][CH2:9][CH2:8][C:7]=2[CH:6]=[CH:5][C:4]=1[OH:12].Cl.C[CH2:15][O:16]CC>[C-]#N.[Zn+2].[C-]#N>[OH:12][C:4]1[C:5]([CH:15]=[O:16])=[CH:6][C:7]2[CH2:8][CH2:9][O:10][C:11]=2[C:3]=1[O:2][CH3:1] |f:3.4.5|. Procedure details: A mixture of 2.49 g (15 mmole) of 2,3-dihydro-7-methoxy-6-benzofuranol, 5,87 g. (50 mmole) zinc cyanide and 100 ml. of dry ether was saturated with hydrogen chloride for 1 hour at 0°, then for 2 hours at room temperature. The mixture was then allowed to stand overnight at room temperature then concentrated in vacuo and the residue treated with 100 ml. of 0.1N HCl for 1 hour at reflux. After cooling, ether extraction provided the product which was purified by chromatography over silica gel (E. Me... Reagents/catalysts: [C-]#N.[Zn+2].[C-]#N (zinc cyanide). The reactants are Brc1nccs1, CCO, Cc1ccccc1, O=Cc1ccc(B(O)O)cc1, [Na+], [Na+], O=C([O-])[O-], O, c1ccc(P(c2ccccc2)(c2ccccc2)[Pd](P(c2ccccc2)(c2ccccc2)c2ccccc2)(P(c2ccccc2)(c2ccccc2)c2ccccc2)P(c2ccccc2)(c2ccccc2)c2ccccc2)cc1. As a reaction SMILES: [Br:1][c:2]1[s:3][cH:4][cH:5][n:6]1.[CH3:109][CH2:110][OH:111].[CH3:24][c:25]1[cH:26][cH:27][cH:28][cH:29][cH:30]1.[CH:7](=[O:8])[c:9]1[cH:10][cH:11][c:12]([B:15]([OH:16])[OH:17])[cH:13][cH:14]1.[Na+:18].[Na+:19].[O-:20][C:21](=[O:22])[O-:23].[OH2:108].[cH:31]1[cH:32][cH:33][c:34]([P:35]([Pd:36]([P:37]([c:38]2[cH:39][cH:40][cH:41][cH:42][cH:43]2)([c:44]2[cH:45][cH:46][cH:47][cH:48][cH:49]2)[c:50]2[cH:51][cH:52][cH:53][cH:54][cH:55]2)([P:56]([c:57]2[cH:58][cH:59][cH:60][cH:61][cH:62]2)([c:63]2[cH:64][cH:65][cH:66][cH:67][cH:68]2)[c:69]2[cH:70][cH:71][cH:72][cH:73][cH:74]2)[P:75]([c:76]2[cH:77][cH:78][cH:79][cH:80][cH:81]2)([c:82]2[cH:83][cH:84][cH:85][cH:86][cH:87]2)[c:88]2[cH:89][cH:90][cH:91][cH:92][cH:93]2)([c:94]2[cH:95][cH:96][cH:97][cH:98][cH:99]2)[c:100]2[cH:101][cH:102][cH:103][cH:104][cH:105]2)[cH:106][cH:107]1>>[c:2]1(-[c:12]2[cH:11][cH:10][c:9]([CH:7]=[O:8])[cH:14][cH:13]2)[s:3][cH:4][cH:5][n:6]1. The product is O=Cc1ccc(-c2nccs2)cc1. Starting materials: FC1=CC=C(C(=O)Cl)C=C1 (4-Fluorobenzoyl chloride), COC1=C(C=C(C=C1)N)N1CCN(CC1)C (4-methoxy-3-(4-methyl-1-piperazinyl)phenylamine). The solvent is ClCCl (dichloromethane), C(C)N(CC)CC (triethylamine). Yields the product COC1=C(C=C(C=C1)NC(C1=CC=C(C=C1)F)=O)N1CCN(CC1)C (N-(4-Methoxy-3-(4-methyl-1-piperazinyl)phenyl)-4-fluorobenzamide). The yield is 88.9%. RXN SMILES: [F:1][C:2]1[CH:10]=[CH:9][C:5]([C:6](Cl)=[O:7])=[CH:4][CH:3]=1.[CH3:11][O:12][C:13]1[CH:18]=[CH:17][C:16]([NH2:19])=[CH:15][C:14]=1[N:20]1[CH2:25][CH2:24][N:23]([CH3:26])[CH2:22][CH2:21]1>ClCCl.C(N(CC)CC)C>[CH3:11][O:12][C:13]1[CH:18]=[CH:17][C:16]([NH:19][C:6](=[O:7])[C:5]2[CH:9]=[CH:10][C:2]([F:1])=[CH:3][CH:4]=2)=[CH:15][C:14]=1[N:20]1[CH2:21][CH2:22][N:23]([CH3:26])[CH2:24][CH2:25]1. Procedure: 4-Fluorobenzoyl chloride (0.23 ml, 1.95 mmol) with 4-methoxy-3-(4-methyl-1-piperazinyl)phenylamine (400 mg, 1.95 mmol) in dry dichloromethane (40 ml) and triethylamine (1 ml) was stirred for 1 h. The solution was partitioned between dichloromethane (40 ml) and saturated aqueous potassium carbonate (40 ml), the organic solution dried (sodium sulphate) and evaporated to dryness under reduced pressure to afford an oil, which was purified by column chromatography (silica, chloroform,/methanol 5%) to... Starting materials: CCOC(=O)CCC(=O)c1cccc(C(=O)c2ccc(Cl)cc2)c1N, CCO, [Na+], [OH-]. Product: Nc1c(C(=O)CCC(=O)O)cccc1C(=O)c1ccc(Cl)cc1. RXN SMILES: [CH2:1]([CH3:2])[O:3][C:4]([CH2:5][CH2:6][C:7]([c:8]1[c:9]([NH2:23])[c:10]([C:14]([c:15]2[cH:16][cH:17][c:18]([Cl:21])[cH:19][cH:20]2)=[O:22])[cH:11][cH:12][cH:13]1)=[O:24])=[O:25].[CH3:28][CH2:29][OH:30].[Na+:27].[OH-:26]>>[O:3]=[C:4]([CH2:5][CH2:6][C:7]([c:8]1[c:9]([NH2:23])[c:10]([C:14]([c:15]2[cH:16][cH:17][c:18]([Cl:21])[cH:19][cH:20]2)=[O:22])[cH:11][cH:12][cH:13]1)=[O:24])[OH:25]. Starting materials: C1(=CC=C(C=C1)C1C=CC2=CC=3C=C4N=C5C=CC=CC5=C4C(C3C2=C1)(C)C)C1=CC=CC=C1 (10-(biphenyl-4-yl)-12,12-dimethyl-10,12-dihydroindeno[2,1-b]carbazole), CN(C)C=O (DMF), BrN1C(CCC1=O)=O (N-bromo-succinimide). The solvent is O (Water). Conditions: temperature 70 celsius, time 7 hour. Yields the product C1(=CC=C(C=C1)C1C=CC2=C(C=3C=C4N=C5C=CC=CC5=C4C(C3C2=C1)(C)C)Br)C1=CC=CC=C1 (10-(biphenyl-4-yl)-7-bromo-12,12-dimethyl-10,12-dihydroindeno[2,1-b]carbazole). The yield is 69.5%. RXN SMILES: [C:1]1([C:29]2[CH:34]=[CH:33][CH:32]=[CH:31][CH:30]=2)[CH:6]=[CH:5][C:4]([CH:7]2[CH:26]=[C:25]3[C:10](=[CH:11][C:12]4[CH:13]=[C:14]5[C:22]([C:23]([CH3:28])([CH3:27])[C:24]=43)=[C:21]3[C:16]([CH:17]=[CH:18][CH:19]=[CH:20]3)=[N:15]5)[CH:9]=[CH:8]2)=[CH:3][CH:2]=1.CN(C=O)C.[Br:40]N1C(=O)CCC1=O>O>[C:1]1([C:29]2[CH:30]=[CH:31][CH:32]=[CH:33][CH:34]=2)[CH:6]=[CH:5][C:4]([CH:7]2[CH:26]=[C:25]3[C:10](=[C:11]([Br:40])[C:12]4[CH:13]=[C:14]5[C:22]([C:23]([CH3:27])([CH3:28])[C:24]=43)=[C:21]3[C:16]([CH:17]=[CH:18][CH:19]=[CH:20]3)=[N:15]5)[CH:9]=[CH:8]2)=[CH:3][CH:2]=1. Procedure: The resulting 10-(biphenyl-4-yl)-12,12-dimethyl-10,12-dihydroindeno[2,1-b]carbazole (42.5 g) and DMF (2.5 L) were added to a reaction vessel, and the mixture was heated up to 70° C. and dissolved. After cooled to a room temperature, N-bromo-succinimide (17.4 g) was added, and the mixture was stirred for 7 hours. Water (2.5 L) was added, and filtration was performed to obtain a white powder of 10-(biphenyl-4-yl)-7-bromo-12,12-dimethyl-10,12-dihydroindeno[2,1-b]carbazole (34.9 g; yield 69.5%). Reactants: OCC=1N=C2C(N1)=C1C(C=C2)=NSC=C1 (2-Hydroxymethyl-thiazinobenzimidazole), C1(=CC=C(C=C1)S(=O)(=O)Cl)C (p-toluenesulfonyl chloride). The product is C1(=CC=C(C=C1)S(=O)(=O)OCC=1N=C2C(N1)=C1C(C=C2)=NSC=C1)C (2-p-toluenesulfonyloxymethyl-thiazinobenzimidazole). As a reaction SMILES: [OH:1][CH2:2][C:3]1[N:4]=[C:5]2[CH:11]=[CH:10][C:9]3=[N:12][S:13][CH:14]=[CH:15][C:8]3=[C:6]2[N:7]=1.[C:16]1([CH3:26])[CH:21]=[CH:20][C:19]([S:22](Cl)(=[O:24])=[O:23])=[CH:18][CH:17]=1>>[C:16]1([CH3:26])[CH:21]=[CH:20][C:19]([S:22]([O:1][CH2:2][C:3]2[N:4]=[C:5]3[CH:11]=[CH:10][C:9]4=[N:12][S:13][CH:14]=[CH:15][C:8]4=[C:6]3[N:7]=2)(=[O:24])=[O:23])=[CH:18][CH:17]=1. Procedure: 2-Hydroxymethyl-thiazinobenzimidazole derivative (Ia) is reacted with p-toluenesulfonyl chloride to produce 2-p-toluenesulfonyloxymethyl-thiazinobenzimidazole derivative (Ib).